This data is from the Open Reaction Database (ORD), a public repository of structured organic reaction records. The task is: describe an organic reaction: reactants, conditions, products, and yield Starting materials: [N+](=O)([O-])C1=CC=C(C=C1)N1C(CCC1)=O (1-(4-nitrophenyl)pyrrolidin-2-one), CO (methanol). Reagents/catalysts: [Pd] (palladium on carbon). The solvent is O1CCCC1 (tetrahydrofuran). Reaction conditions: time 12 hour. Yields the product NC1=CC=C(C=C1)N1C(CCC1)=O (1-(4-Aminophenyl)pyrrolidin-2-one). The yield is 92.4%. Reaction SMILES: [N+:1]([C:4]1[CH:9]=[CH:8][C:7]([N:10]2[CH2:14][CH2:13][CH2:12][C:11]2=[O:15])=[CH:6][CH:5]=1)([O-])=O.CO>[Pd].O1CCCC1>[NH2:1][C:4]1[CH:9]=[CH:8][C:7]([N:10]2[CH2:14][CH2:13][CH2:12][C:11]2=[O:15])=[CH:6][CH:5]=1. Procedure: A mixture of 1-(4-nitrophenyl)pyrrolidin-2-one (1.00 g, 4.85 mmol), 10% palladium on carbon (100 mg), methanol (20 ml) and tetrahydrofuran (20 ml) was stirred under hydrogen atmosphere for 12 hours, insoluble substances were removed by filtration, and the filtrate was concentrated to give 790 mg (92.5%) of the desired product as an oil. As a reaction SMILES: [Br-:1].[CH3:29][OH:30].[O:2]=[C:3]1[C:4]2([CH3:5])[CH:6]([CH2:7][CH2:8]1)[CH:9]1[CH2:10][CH:11]=[C:12]3[CH2:13][CH:14]([OH:22])[CH2:15][CH2:16][C:17]3([CH3:18])[CH:19]1[CH2:20][CH2:21]2.[cH:23]1[cH:24][cH:25][cH:26][cH:27][cH:28]1>>[Br:1][CH:8]1[C:3](=[O:2])[C:4]2([CH3:5])[CH:6]([CH2:7]1)[CH:9]1[CH2:10][CH:11]=[C:12]3[CH2:13][CH:14]([OH:22])[CH2:15][CH2:16][C:17]3([CH3:18])[CH:19]1[CH2:20][CH2:21]2. The reactants are [Br-], CO, CC12CCC3C(CC=C4CC(O)CCC43C)C1CCC2=O, c1ccccc1. The product is CC12CCC3C(CC=C4CC(O)CCC43C)C1CC(Br)C2=O. Starting materials: C(C=C)N1C(N(C2=NC(=CC=C21)N)C2=CC1=C(C=C2)OCO1)=O (1-Allyl-5-amino-1,3-dihydro-3-(3,4-methylenedioxyphenyl)imidazo-[4,5-b]pyridin-2-one), ClC(=O)OCC (ethyl chloroformate), ice water. Solvent: N1=CC=CC=C1 (pyridine). Reaction conditions: time 8 hour. Yields the product C(C)OC(=O)C1=CC=C2C(=N1)N(C(N2CC=C)=O)C2=CC1=C(C=C2)OCO1 (5-Ethoxycarbonyl-1-allyl-1,3-dihydro-3-(3,4-methylendioxyphenyl)imidazo[4,5-b]pyridin-2-one). RXN SMILES: [CH2:1]([N:4]1[C:12]2[C:7](=[N:8][C:9](N)=[CH:10][CH:11]=2)[N:6]([C:14]2[CH:19]=[CH:18][C:17]3[O:20][CH2:21][O:22][C:16]=3[CH:15]=2)[C:5]1=[O:23])[CH:2]=[CH2:3].Cl[C:25]([O:27][CH2:28][CH3:29])=[O:26]>N1C=CC=CC=1>[CH2:28]([O:27][C:25]([C:9]1[N:8]=[C:7]2[N:6]([C:14]3[CH:19]=[CH:18][C:17]4[O:20][CH2:21][O:22][C:16]=4[CH:15]=3)[C:5](=[O:23])[N:4]([CH2:1][CH:2]=[CH2:3])[C:12]2=[CH:11][CH:10]=1)=[O:26])[CH3:29]. Reported procedure: Dissolve 1 g. of amino product produced in Example 35 in 20 ml. of dry pyridine. Cool in an ice-bath and stir while slowly adding 300 mg. of ethyl chloroformate. Allow the reaction mixture to stand at room temperature overnight. Pour the reaction mixture into ice-water and collect the crude product by filration. Crystallize the crude product from dimethyl formamide-ether. Reactants: FC=1C=CC(=C(C#N)C1)C (5-fluoro-2-methylbenzonitrile), BrN1C(CCC1=O)=O (N-bromosuccinimide). The reagents and catalysts are C(C1=CC=CC=C1)(=O)OOC(C1=CC=CC=C1)=O (benzoyl peroxide). The solvent is C(Cl)(Cl)(Cl)Cl (carbon tetrachloride). Yields the product BrCC1=C(C#N)C=C(C=C1)F (2-Bromomethyl-5-fluorobenzonitrile). Yield: 101.7%. Reaction SMILES: [F:1][C:2]1[CH:3]=[CH:4][C:5]([CH3:10])=[C:6]([CH:9]=1)[C:7]#[N:8].[Br:11]N1C(=O)CCC1=O>C(OOC(=O)C1C=CC=CC=1)(=O)C1C=CC=CC=1.C(Cl)(Cl)(Cl)Cl>[Br:11][CH2:10][C:5]1[CH:4]=[CH:3][C:2]([F:1])=[CH:9][C:6]=1[C:7]#[N:8]. Procedure: A mixture of 5-fluoro-2-methylbenzonitrile (10.0 g, 74.0 mmol), N-bromosuccinimide (NBS, 13.2 g, 74.0 mmol), benzoyl peroxide (0.2 g, 0.82 mmol), and carbon tetrachloride (100 mL) was refluxed for 18 h. The reaction mixture was then cooled to room temperature and filtered through fritted glass. The solid in the funnel was washed with carbon tetrachloride (3×50 mL) and evaporated to dryness under vacuum to provide 16.1 g, 102% yield of product.